From a dataset of the Open Reaction Database (ORD), a public repository of structured organic reaction records. describe an organic reaction: reactants, conditions, products, and yield Starting materials: CC(C)(C)CN1Cc2c(cc(Cl)c3[nH]ncc23)CC(CC(=O)N2CCC(N3Cc4ccccc4NC3=O)CC2)C1=O, O=c1[nH]c(-c2ccccc2)cn1C1CCNCC1. Yields the product CC(C)(C)CN1Cc2c(cc(Cl)c3[nH]ncc23)CC(CC(=O)N2CCC(n3cc(-c4ccccc4)[nH]c3=O)CC2)C1=O. Reaction SMILES: [Cl:19][c:20]1[cH:21][c:22]2[c:23]([c:24]3[cH:25][n:26][nH:27][c:28]13)[CH2:29][N:30]([CH2:55][C:56]([CH3:57])([CH3:58])[CH3:59])[C:31](=[O:54])[CH:32]([CH2:34][C:35]([N:36]1[CH2:37][CH2:38][CH:39]([N:40]3[CH2:41][c:42]4[c:43]([cH:44][cH:45][cH:46][cH:47]4)[NH:48][C:49]3=[O:50])[CH2:51][CH2:52]1)=[O:53])[CH2:33]2.[c:1]1(-[c:7]2[nH:8][c:9](=[O:18])[n:10]([CH:12]3[CH2:13][CH2:14][NH:15][CH2:16][CH2:17]3)[cH:11]2)[cH:2][cH:3][cH:4][cH:5][cH:6]1>>[c:1]1(-[c:7]2[nH:8][c:9](=[O:18])[n:10]([CH:12]3[CH2:13][CH2:14][N:15]([C:35]([CH2:34][CH:32]4[C:31](=[O:54])[N:30]([CH2:55][C:56]([CH3:57])([CH3:58])[CH3:59])[CH2:29][c:23]5[c:22]([cH:21][c:20]([Cl:19])[c:28]6[c:24]5[cH:25][n:26][nH:27]6)[CH2:33]4)=[O:53])[CH2:16][CH2:17]3)[cH:11]2)[cH:2][cH:3][cH:4][cH:5][cH:6]1. Reactants: CC1(C)CN(C(=O)CC2(NC(=O)c3ccccc3)CCOCC2)CCC1(O)c1ccc(Cl)cc1, Cl, C1COCCO1. The product is CC1(C)CN(C(=O)CC2(N)CCOCC2)CCC1(O)c1ccc(Cl)cc1. Reaction SMILES: [Cl:1][c:2]1[cH:3][cH:4][c:5]([C:8]2([OH:34])[C:9]([CH3:32])([CH3:33])[CH2:10][N:11]([C:14]([CH2:15][C:16]3([NH:22][C:23](=[O:24])[c:25]4[cH:26][cH:27][cH:28][cH:29][cH:30]4)[CH2:17][CH2:18][O:19][CH2:20][CH2:21]3)=[O:31])[CH2:12][CH2:13]2)[cH:6][cH:7]1.[ClH:35].[O:36]1[CH2:37][CH2:38][O:39][CH2:40][CH2:41]1>>[Cl:1][c:2]1[cH:3][cH:4][c:5]([C:8]2([OH:34])[C:9]([CH3:32])([CH3:33])[CH2:10][N:11]([C:14]([CH2:15][C:16]3([NH2:22])[CH2:17][CH2:18][O:19][CH2:20][CH2:21]3)=[O:31])[CH2:12][CH2:13]2)[cH:6][cH:7]1. Starting materials: Cl.C(C)(=O)OCC (hydrochloric acid ethyl acetate), CC1=C(C=CC(=C1)C)C=1C=2N(N=CC1)C(=C(N2)CC)NC(OC(C)(C)C)=O (tert-butyl N-[8-(2,4-dimethylphenyl)-2-ethylimidazo[1,2-b]pyridazin-3-yl]carbamate), [OH-].[Na+] (sodium hydroxide). Solvent: C(C)(=O)OCC (ethyl acetate). Run at time 15 hour. Product: CC1=C(C=CC(=C1)C)C=1C=2N(N=CC1)C(=C(N2)CC)N (8-(2,4-dimethylphenyl)-2-ethylimidazo[1,2-b]pyridazin-3-amine). As a reaction SMILES: Cl.C(OCC)(=O)C.[CH3:8][C:9]1[CH:14]=[C:13]([CH3:15])[CH:12]=[CH:11][C:10]=1[C:16]1[C:17]2[N:18]([C:22]([NH:27]C(=O)OC(C)(C)C)=[C:23]([CH2:25][CH3:26])[N:24]=2)[N:19]=[CH:20][CH:21]=1.[OH-].[Na+]>C(OCC)(=O)C>[CH3:8][C:9]1[CH:14]=[C:13]([CH3:15])[CH:12]=[CH:11][C:10]=1[C:16]1[C:17]2[N:18]([C:22]([NH2:27])=[C:23]([CH2:25][CH3:26])[N:24]=2)[N:19]=[CH:20][CH:21]=1 |f:0.1,3.4|. Procedure details: 4N hydrochloric acid/ethyl acetate (15 mL) was added to a solution of the crude tert-butyl N-[8-(2,4-dimethylphenyl)-2-ethylimidazo[1,2-b]pyridazin-3-yl]carbamate in ethyl acetate (5 mL), and the mixture was stirred at room temperature for 15 hours. The mixture was neutralized by adding a 5N aqueous sodium hydroxide solution under ice-cooling, and extracted with ethyl acetate. It was washed with brine, dried over anhydrous magnesium sulfate and evaporated, to give crude 8-(2,4-dimethylphenyl)-2-... Starting materials: [BH4-].[Na+] (Sodium borohydride), FC(C=1C=C(C=C(C1)C(F)(F)F)[C@@H](C)O[C@H]1OCC[C@H]([C@@H]1C1=CC(=C(C=C1)F)F)C=O)(F)F ((2R,3R,4R)-2-[(1R)-1-(3,5-bis(trifluoromethyl)phenyl)ethoxy]-3-(3,4-difluorophenyl)-tetrahydropyran-4-carbaldehyde). Run in CO (methanol). Reaction conditions: time 30 minute. Product: FC(C=1C=C(C=C(C1)C(F)(F)F)[C@@H](C)O[C@H]1OCC[C@H]([C@@H]1C1=CC(=C(C=C1)F)F)CO)(F)F ([(2R,3R,4R)-2-[(1R)-1-(3,5-Bis(trifluoromethyl)phenyl)ethoxy]-3-(3,4-difluorophenyl)-tetrahydropyran-4-yl]methanol). Yield: 93.4%. As a reaction SMILES: [BH4-].[Na+].[F:3][C:4]([F:35])([F:34])[C:5]1[CH:6]=[C:7]([C@H:15]([O:17][C@@H:18]2[C@@H:23]([C:24]3[CH:29]=[CH:28][C:27]([F:30])=[C:26]([F:31])[CH:25]=3)[C@H:22]([CH:32]=[O:33])[CH2:21][CH2:20][O:19]2)[CH3:16])[CH:8]=[C:9]([C:11]([F:14])([F:13])[F:12])[CH:10]=1>CO>[F:35][C:4]([F:3])([F:34])[C:5]1[CH:6]=[C:7]([C@H:15]([O:17][C@@H:18]2[C@@H:23]([C:24]3[CH:29]=[CH:28][C:27]([F:30])=[C:26]([F:31])[CH:25]=3)[C@H:22]([CH2:32][OH:33])[CH2:21][CH2:20][O:19]2)[CH3:16])[CH:8]=[C:9]([C:11]([F:12])([F:13])[F:14])[CH:10]=1 |f:0.1|. Reported procedure: Sodium borohydride (24 mg, 0.63 mmol) was added to solution of 2-[1-{(2R,3R,4R)-2-[(1R)-1-(3,5-bis(trifluoromethyl)phenyl)ethoxy]-3-(3,4-difluorophenyl)-tetrahydropyran-4-carbaldehyde (see Example 2 in WO 02/16344; 107 mg, 0.23 mmol) in methanol (3 ml). The mixture was stirred for 30 minutes then quenched with saturated aqueous NaHCO3 and extracted into ethyl acetate. The combined organic extracts were dried and concentrated to give the title compound (104 mg). The reactants are [Si](C)(C)(C(C)(C)C)OCCNCC1=CC(=NC=C1)C1=CC(=C(C(=C1)OC)OC)OC (N-[2-(tert-Butyldimethylsilyloxy)ethyl]-N-[[2-(3,4,5-trimethoxyphenyl)pyridin-4-yl]methyl]amine), C1=CC=CC=2C3=CC=CC=C3C(C12)COC(=O)N[C@@H](C(C)C)C(=O)O (N-(9-fluorenylmethoxycarbonyl)-L-valine). Product: [Si](C)(C)(C(C)(C)C)OCCN(C([C@@H](NC(=O)OCC1C2=CC=CC=C2C=2C=CC=CC12)C(C)C)=O)CC1=CC(=NC=C1)C1=CC(=C(C(=C1)OC)OC)OC (N-[2-(tert-butyldimethylsilyloxy)ethyl]-N-[[2-(3,4,5-trimethoxyphenyl)pyridin-4-yl]methyl]-Nα-(9-fluorenylmethoxycarbonyl)-L-valine amide). Reaction SMILES: [Si:1]([O:8][CH2:9][CH2:10][NH:11][CH2:12][C:13]1[CH:18]=[CH:17][N:16]=[C:15]([C:19]2[CH:24]=[C:23]([O:25][CH3:26])[C:22]([O:27][CH3:28])=[C:21]([O:29][CH3:30])[CH:20]=2)[CH:14]=1)([C:4]([CH3:7])([CH3:6])[CH3:5])([CH3:3])[CH3:2].[CH:31]1[C:43]2[CH:42]([CH2:44][O:45][C:46]([NH:48][C@H:49]([C:53](O)=[O:54])[CH:50]([CH3:52])[CH3:51])=[O:47])[C:41]3[C:36](=[CH:37][CH:38]=[CH:39][CH:40]=3)[C:35]=2[CH:34]=[CH:33][CH:32]=1>>[Si:1]([O:8][CH2:9][CH2:10][N:11]([CH2:12][C:13]1[CH:18]=[CH:17][N:16]=[C:15]([C:19]2[CH:20]=[C:21]([O:29][CH3:30])[C:22]([O:27][CH3:28])=[C:23]([O:25][CH3:26])[CH:24]=2)[CH:14]=1)[C:53](=[O:54])[C@H:49]([CH:50]([CH3:51])[CH3:52])[NH:48][C:46]([O:45][CH2:44][CH:42]1[C:41]2[CH:40]=[CH:39][CH:38]=[CH:37][C:36]=2[C:35]2[C:43]1=[CH:31][CH:32]=[CH:33][CH:34]=2)=[O:47])([C:4]([CH3:7])([CH3:6])[CH3:5])([CH3:2])[CH3:3]. Procedure: N-[2-(tert-Butyldimethylsilyloxy)ethyl]-N-[[2-(3,4,5-trimethoxyphenyl)pyridin-4-yl]methyl]amine (679 mg) and N-(9-fluorenylmethoxycarbonyl)-L-valine (865 mg) were treated in the same manner as in Preparation Example 9 to obtain the title compound.